From a dataset of the Open Reaction Database (ORD), a public repository of structured organic reaction records. describe an organic reaction: reactants, conditions, products, and yield Reactants: solid, C(=O)([O-])[O-].[K+].[K+] (K2CO3), C(C)(C)(C)OC(=O)N1C[C@@H]2[C@@H](N(C=3C(=CC(=CC23)O)C(F)(F)F)C)CC1 ((4aS,9bR)-8-hydroxy-5-methyl-6-trifluoromethyl-1,3,4,4a,5,9b-hexahydro-pyrido[4,3-b]indole-2-carboxylic acid tert-butyl ester), BrCC=1C=NC=CC1 (3-bromomethyl-pyridine). Product: CN1[C@@H]2[C@H](C=3C=C(C=C(C13)C(F)(F)F)OCC=1C=NC=CC1)CNCC2 ((4aS,9bR)-5-methyl-8-(pyridin-3-ylmethoxy)-6-trifluoromethyl-2,3,4,4a,5,9b-hexahydro-1H-pyrido[4,3-b]indole). As a reaction SMILES: C(OC([N:8]1[CH2:26][CH2:25][C@@H:11]2[N:12]([CH3:24])[C:13]3[C:14]([C:20]([F:23])([F:22])[F:21])=[CH:15][C:16]([OH:19])=[CH:17][C:18]=3[C@@H:10]2[CH2:9]1)=O)(C)(C)C.Br[CH2:28][C:29]1[CH:30]=[N:31][CH:32]=[CH:33][CH:34]=1.C([O-])([O-])=O.[K+].[K+]>>[CH3:24][N:12]1[C:13]2[C:14]([C:20]([F:21])([F:23])[F:22])=[CH:15][C:16]([O:19][CH2:28][C:29]3[CH:30]=[N:31][CH:32]=[CH:33][CH:34]=3)=[CH:17][C:18]=2[C@@H:10]2[CH2:9][NH:8][CH2:26][CH2:25][C@H:11]12 |f:2.3.4|. Procedure details: The title compound was prepared by following the general method as a white solid (48 mg, 49%) from (4aS,9bR)-8-hydroxy-5-methyl-6-trifluoromethyl-1,3,4,4a,5,9b-hexahydro-pyrido[4,3-b]indole-2-carboxylic acid tert-butyl ester (Example 71, 100 mg, 0.27 mmol), 3-bromomethyl-pyridine (141 mg, 0.56 mmol) and K2CO3 (156 mg, 1.12 mmol). MS (ESI): 364 (base, M+H). Starting materials: FC(C=1C=C(CN2C(=NC=C2)S)C=CC1OC)(F)F (1-(3'-trifluoromethyl-4'-methoxy- benzyl)-2-mercaptoimidazole), Cl.N1=CC=CC=C1 (pyridine hydrochloride), C1CCOC1 (THF), CCOCC (ether). Run in O (water), CCCCCC (hexane). Product: FC(C=1C=C(CN2C(=NC=C2)S)C=CC1O)(F)F (1-(3-Trifluoromethyl-4-hydroxybenzyl)-2-mercaptoimidazole). Procedure: A mixture of 1-(3'-trifluoromethyl-4'-methoxy- benzyl)-2-mercaptoimidazole (2.0 g) and pyridine hydrochloride (15 g) was melted at 210° for 30 minutes, cooled, diluted with water and extracted with ethyl acetate. The ethyl acetate extracts were treated with charcoal, dried over sodium sulfate and concentrated to give a thick oil. Addition of THF (3 ml), ether (6 ml), and hexane (15 ml) produced yellow crystals. Recrystallization from ethyl acetate/hexane yielded 0.7 g (37%) of cream colored crys... Reaction SMILES: [F:1][C:2]([F:19])([F:18])[C:3]1[CH:4]=[C:5]([CH:13]=[CH:14][C:15]=1[O:16]C)[CH2:6][N:7]1[CH:11]=[CH:10][N:9]=[C:8]1[SH:12].Cl.N1C=CC=CC=1.C1COCC1.CCOCC>O.CCCCCC>[F:18][C:2]([F:1])([F:19])[C:3]1[CH:4]=[C:5]([CH:13]=[CH:14][C:15]=1[OH:16])[CH2:6][N:7]1[CH:11]=[CH:10][N:9]=[C:8]1[SH:12] |f:1.2|. Reactants: CC(=O)OCC(=O)CC(=O)OC(C)(C)C, C1CCOC1, [H-], CCOC(=O)CCI, [Na+]. The product is CCOC(=O)CCC(C(=O)COC(C)=O)C(=O)OC(C)(C)C. As a reaction SMILES: [C:3]([CH3:4])(=[O:5])[O:6][CH2:7][C:8]([CH2:9][C:10](=[O:11])[O:12][C:13]([CH3:14])([CH3:15])[CH3:16])=[O:17].[CH2:26]1[O:27][CH2:28][CH2:29][CH2:30]1.[H-:2].[I:18][CH2:19][CH2:20][C:21](=[O:22])[O:23][CH2:24][CH3:25].[Na+:1]>>[C:3]([CH3:4])(=[O:5])[O:6][CH2:7][C:8]([CH:9]([C:10](=[O:11])[O:12][C:13]([CH3:14])([CH3:15])[CH3:16])[CH2:19][CH2:20][C:21](=[O:22])[O:23][CH2:24][CH3:25])=[O:17]. Starting materials: C(=O)N1CCOCC1 (N-Formylmorpholine), C(C(=O)Cl)(=O)Cl (oxalyl chloride). Solvent: C(C)OCC (ethyl ether). Run at time 20 hour. Product: [Cl-].ClC=[N+]1CCOCC1 (4-chloromethylene-morpholinium chloride). Yield: 165.7%. Reaction SMILES: [CH:1]([N:3]1[CH2:8][CH2:7][O:6][CH2:5][CH2:4]1)=O.C(Cl)(=O)C([Cl:12])=O>C(OCC)C>[Cl-:12].[Cl:12][CH:1]=[N+:3]1[CH2:8][CH2:7][O:6][CH2:5][CH2:4]1 |f:3.4|. Reported procedure: N-Formylmorpholine (7.58 g) dissolved in anhydrous ethyl ether (200 ml) is reacted with oxalyl chloride (8.02 g) under stirring at room temperature for 20 hours. The precipitate is filtered, washed with anhydrous ethyl ether and dried in vacuo at room temperature for 1 hour to yield 8.9 g of 4-chloromethylene-morpholinium chloride. This compound (5.47 g) is added portionwise at -15°60 C. to a stirred solution of 3-(8-amino-1,4-dihydro-1-phenyl-[1]-benzothiopyrano[4,3-c]pyrazol-3-yl)-2-cyano-3-ox... The reactants are BrC=1C=C2CC(NC2=NC1)=O (5-Bromo-7-azaoxindole), Bistriphenylphosphine dichloropalladium (II), CCOC(=O)C (EtOAc). Reagents/catalysts: O.[Cl-].C(C)[N+](CC)(CC)CC (tetraethylammonium chloride hydrate). The solvent is C(C)#N (acetonitrile), [F-].[K+] (KF). Conditions: temperature 85 celsius, time 20 minute. Yields the product O1C(=CC=C1)C=1C=C2CC(NC2=NC1)=O (5-(Furan-2-yl)-7-aza-oxindole). The yield is 36.0%. Reaction SMILES: Br[C:2]1[CH:3]=[C:4]2[C:8](=[N:9][CH:10]=1)[NH:7][C:6](=[O:11])[CH2:5]2.[CH3:12][CH2:13][O:14][C:15]([CH3:17])=O>O.[Cl-].C([N+](CC)(CC)CC)C.C(#N)C.[F-].[K+]>[O:14]1[CH:15]=[CH:17][CH:12]=[C:13]1[C:2]1[CH:3]=[C:4]2[C:8](=[N:9][CH:10]=1)[NH:7][C:6](=[O:11])[CH2:5]2 |f:2.3.4,6.7|. Procedure: 5-Bromo-7-azaoxindole (0.75 g, 3.52 mmol), 2-tributyltinfuran (1.26 g, 3.52 mmol), tetraethylammonium chloride hydrate (1.94 g, 10.6 mmol) were combined and dissolved in acetonitrile (10 mL) at room temperature under an atmosphere of nitrogen. Bistriphenylphosphine dichloropalladium (II) (0.25 g, 0.35 mmol) was added and the reaction was warmed to 85° C. for 16 hours. The reaction was cooled to room temperature and diluted with aqueous KF (10%, 60 mL). This was stirred for 20 minutes and then di... Starting materials: COC(=O)c1ccc(NC(=O)N2CCC(CN(C(=O)OC(C)(C)C)C(C)c3cccc4ccccc34)C(c3ccccc3)C2)c(Cl)c1, C1CCOC1, CO, Cl, [Na+], [OH-]. Yields the product CC(c1cccc2ccccc12)N(CC1CCN(C(=O)Nc2ccc(C(=O)O)cc2Cl)CC1c1ccccc1)C(=O)OC(C)(C)C. As a reaction SMILES: [C:1]([CH3:2])([CH3:3])([CH3:4])[O:5][C:6](=[O:7])[N:8]([CH:9]([CH3:10])[c:11]1[cH:12][cH:13][cH:14][c:15]2[cH:16][cH:17][cH:18][cH:19][c:20]12)[CH2:21][CH:22]1[CH:23]([c:42]2[cH:43][cH:44][cH:45][cH:46][cH:47]2)[CH2:24][N:25]([C:28](=[O:29])[NH:30][c:31]2[c:32]([Cl:41])[cH:33][c:34]([C:35](=[O:36])[O:37][CH3:38])[cH:39][cH:40]2)[CH2:26][CH2:27]1.[CH2:48]1[O:49][CH2:50][CH2:51][CH2:52]1.[CH3:56][OH:57].[ClH:55].[Na+:54].[OH-:53]>>[C:1]([CH3:2])([CH3:3])([CH3:4])[O:5][C:6](=[O:7])[N:8]([CH:9]([CH3:10])[c:11]1[cH:12][cH:13][cH:14][c:15]2[cH:16][cH:17][cH:18][cH:19][c:20]12)[CH2:21][CH:22]1[CH:23]([c:42]2[cH:43][cH:44][cH:45][cH:46][cH:47]2)[CH2:24][N:25]([C:28](=[O:29])[NH:30][c:31]2[c:32]([Cl:41])[cH:33][c:34]([C:35](=[O:36])[OH:37])[cH:39][cH:40]2)[CH2:26][CH2:27]1. Reactants: C1(=CC=CC=C1)C1=NC2=CC=C(C=C2C(C1)=O)C(=O)O (2-phenyl-4-quinolone-6-carboxylic acid), C(CC1=CC=CC=C1)O (phenethyl alcohol), S(O)(O)(=O)=O (sulfuric acid), CCOCC (ether). Run in C(C)O (ethanol), O (water). The product is C1(=CC=CC=C1)C1=NC2=CC=C(C=C2C(C1)=O)C(=O)OCCC1=CC=CC=C1 (phenethyl 2-phenyl-4-quinolone-6-carboxylate). RXN SMILES: [C:1]1([C:7]2[CH2:16][C:15](=[O:17])[C:14]3[C:9](=[CH:10][CH:11]=[C:12]([C:18]([OH:20])=[O:19])[CH:13]=3)[N:8]=2)[CH:6]=[CH:5][CH:4]=[CH:3][CH:2]=1.[CH2:21](O)[CH2:22][C:23]1[CH:28]=[CH:27][CH:26]=[CH:25][CH:24]=1.S(=O)(=O)(O)O.CCOCC>C(O)C.O>[C:1]1([C:7]2[CH2:16][C:15](=[O:17])[C:14]3[C:9](=[CH:10][CH:11]=[C:12]([C:18]([O:20][CH2:21][CH2:22][C:23]4[CH:28]=[CH:27][CH:26]=[CH:25][CH:24]=4)=[O:19])[CH:13]=3)[N:8]=2)[CH:2]=[CH:3][CH:4]=[CH:5][CH:6]=1. Procedure details: 2-Phenyl-4-quinolone-6-carboxylic acid (1.5 grams) obtained in Example 2 is stirred for fifteen hours at 110° C. with 50 ml of phenethyl alcohol and 1 ml of concentrated sulfuric acid. After cooling, 1.5 liters of ether is added to the mixture, the mixture is cooled with ice, oil which separates out therefrom is taken out. The mixture is then dissolved in 5 ml of ethanol. Then 3 ml of water is added thereto, and crystal which separates out therefrom are collected by filtration, and washed with a... The reactants are CC(C)(C)[O-], CC(C)(C)O, [K+], O=P(Cl)(Cl)Cl, O=CNC1=CCC(c2ccccc2)CC1. Product: [C-]#[N+]C1=CCC(c2ccccc2)CC1. RXN SMILES: [CH3:1][C:2]([CH3:3])([O-:4])[CH3:5].[CH3:27][C:28]([OH:29])([CH3:30])[CH3:31].[K+:6].[P:22]([Cl:23])([Cl:24])([Cl:25])=[O:26].[c:7]1([CH:13]2[CH2:14][CH:15]=[C:16]([NH:19][CH:20]=[O:21])[CH2:17][CH2:18]2)[cH:8][cH:9][cH:10][cH:11][cH:12]1>>[c:7]1([CH:13]2[CH2:14][CH:15]=[C:16]([N+:19]#[C-:20])[CH2:17][CH2:18]2)[cH:8][cH:9][cH:10][cH:11][cH:12]1. Starting materials: C1(CCCC=2C3=CC=CC=C3NC12)=O (2,3,4,9-tetrahydro-1H-carbazol-1-one), NC1=CC=CC=C1 (aniline). As a reaction SMILES: [C:1]1(=O)[C:13]2[NH:12][C:11]3[C:6](=[CH:7][CH:8]=[CH:9][CH:10]=3)[C:5]=2[CH2:4][CH2:3][CH2:2]1.[NH2:15][C:16]1[CH:21]=[CH:20][CH:19]=[CH:18][CH:17]=1>>[C:16]1([NH:15][CH:1]2[C:13]3[NH:12][C:11]4[C:6](=[CH:7][CH:8]=[CH:9][CH:10]=4)[C:5]=3[CH2:4][CH2:3][CH2:2]2)[CH:21]=[CH:20][CH:19]=[CH:18][CH:17]=1. The yield is 11.0%. Procedure details: N-phenyl-2,3,4,9-tetrahydro-1H-carbazol-1-amine was prepared from 2,3,4,9-tetrahydro-1H-carbazol-1-one (150 mg, 0.81 mmol) and aniline (1.0 g, 11 mmol) in a similar manner as described above to give 24 mg (11%) of a white solid; 1H-NMR (DMSO-d6): δ 10.83 (s, 1H), 7.40 (d, 1H), 7.28 (d, 1H), 7.09 (t, 2H), 7.03 (t, 1H), 6.94 (t, 1H), 6.72 (d, 2H), 6.54 (t, 1H), 5.91 (d, 1H), 4.79-4.75 (m, 1H), 2.73-2.67 (m, 1H), 2.64-2.57 (m, 1H), 2.01-1.73 (m, 4H); MS m/z (M−93) 170. Yields the product C1(=CC=CC=C1)NC1CCCC=2C3=CC=CC=C3NC12 (N-phenyl-2,3,4,9-tetrahydro-1H-carbazol-1-amine), white solid.